Dataset: the Open Reaction Database (ORD), a public repository of structured organic reaction records. Task: describe an organic reaction: reactants, conditions, products, and yield Reactants: COC1=CC(=C(C=C1OC)SCC(=O)O)[N+](=O)[O-] ([(4,5-dimethoxy-2-nitrophenyl)-thio]acetic acid), C(C)(=O)OC(C)=O (acetic acid anhydride), C(C)(C)OC(C)C.C(C)(=O)OCC (diisopropyl ether ethyl acetate). Product: C(C)(=O)N1C(SC2=C1C=C(C(=C2)OC)OC)=O (3-Acetyl-5,6-dimethoxy-2(3H)-benzothiazolone). Isolated yield 34.0%. Reaction SMILES: [CH3:1][O:2][C:3]1[C:8]([O:9][CH3:10])=[CH:7][C:6]([S:11][CH2:12]C(O)=O)=[C:5]([N+:16]([O-])=O)[CH:4]=1.[C:19](OC(=O)C)(=[O:21])[CH3:20].C([O:29]C(C)C)(C)C.C(OCC)(=O)C>>[C:19]([N:16]1[C:5]2[CH:4]=[C:3]([O:2][CH3:1])[C:8]([O:9][CH3:10])=[CH:7][C:6]=2[S:11][C:12]1=[O:29])(=[O:21])[CH3:20] |f:2.3|. Procedure details: Prepared analogous to Example 2(a) from [(4,5-dimethoxy-2-nitrophenyl)-thio]acetic acid and acetic acid anhydride with a yield of 34% of theory. M.p.: 164°-165° C. (diisopropyl ether/ethyl acetate). The reactants are BrC=1C=C(C=CC1)NC1=C(C=NC2=C(C=C(C=C12)[N+](=O)[O-])CN(C)C)C#N (4-[(3-bromophenyl)amino]-8-dimethylaminomethyl-6-nitro-quinoline-3-carbonitrile), C(C)(=O)O (acetic acid). Reagents/catalysts: [Fe] (iron). Solvent: CO (methanol). Product: NC=1C=C2C(=C(C=NC2=C(C1)CN(C)C)C#N)NC1=CC(=CC=C1)Br (6-Amino-4-[(3-bromophenyl)amino]-8-dimethylaminomethyl-quinoline-3-carbonitrile). Isolated yield 59.8%. As a reaction SMILES: [Br:1][C:2]1[CH:3]=[C:4]([NH:8][C:9]2[C:18]3[C:13](=[C:14]([CH2:22][N:23]([CH3:25])[CH3:24])[CH:15]=[C:16]([N+:19]([O-])=O)[CH:17]=3)[N:12]=[CH:11][C:10]=2[C:26]#[N:27])[CH:5]=[CH:6][CH:7]=1.C(O)(=O)C>[Fe].CO>[NH2:19][C:16]1[CH:17]=[C:18]2[C:13](=[C:14]([CH2:22][N:23]([CH3:24])[CH3:25])[CH:15]=1)[N:12]=[CH:11][C:10]([C:26]#[N:27])=[C:9]2[NH:8][C:4]1[CH:5]=[CH:6][CH:7]=[C:2]([Br:1])[CH:3]=1. Procedure details: A stirred mixture of 4-[(3-bromophenyl)amino]-8-dimethylaminomethyl-6-nitro-quinoline-3-carbonitrile (5.98 g, 14.1 mmol), iron powder (2.76 g, 49 mg-atoms), acetic acid (5.67 ml, 99 mmol), and 70 ml of methanol was refluxed for 2 h and then evaporated to remove methanol. The residue was stirred with water for 10 m, and the orange solid was filtered off and washed with 2% acetic acid. The total filtrate was basified to pH 10 with 5 N sodium hydroxide. The resulting precipitate was extracted with ... The reactants are CC(C(=O)O)CCCCCCCCC (2-methylundecanoic acid), CN(C)C=O (DMF), C(C(=O)Cl)(=O)Cl (oxalyl chloride). The solvent is ClCCl (dichloromethane). Reaction conditions: time 2 hour. Yields the product CC(C(=O)Cl)CCCCCCCCC (2-methylundecanoyl chloride). Reaction SMILES: [CH3:1][CH:2]([CH2:6][CH2:7][CH2:8][CH2:9][CH2:10][CH2:11][CH2:12][CH2:13][CH3:14])[C:3](O)=[O:4].CN(C=O)C.C(Cl)(=O)C([Cl:23])=O>ClCCl>[CH3:1][CH:2]([CH2:6][CH2:7][CH2:8][CH2:9][CH2:10][CH2:11][CH2:12][CH2:13][CH3:14])[C:3]([Cl:23])=[O:4]. Procedure details: To a stirred solution of 2-methylundecanoic acid (0.40 g, 2.0 mmol) in anhydrous dichloromethane (20 ml) and a catalytic amount of DMF (approximately 0.02 ml) was added oxalyl chloride (0.4 mL, 4.6 mmol). The resulting mixture was stirred vigorously for 2 hours at room temperature. The organic solvent was evaporated under reduced pressure and the residue (80) was used in the next step.